Dataset: the Open Reaction Database (ORD), a public repository of structured organic reaction records. Task: describe an organic reaction: reactants, conditions, products, and yield The reactants are CC#CCO, Clc1nsnc1-c1cccnc1, [H-], [Na+], C1CCOC1, O. The product is CC#CCOc1nsnc1-c1cccnc1. RXN SMILES: [CH2:1]([C:2]#[C:3][CH3:4])[OH:5].[Cl:8][c:9]1[n:10][s:11][n:12][c:13]1-[c:14]1[cH:15][n:16][cH:17][cH:18][cH:19]1.[H-:6].[Na+:7].[O:21]1[CH2:22][CH2:23][CH2:24][CH2:25]1.[OH2:20]>>[CH2:1]([C:2]#[C:3][CH3:4])[O:5][c:9]1[n:10][s:11][n:12][c:13]1-[c:14]1[cH:15][n:16][cH:17][cH:18][cH:19]1. Reactants: C(CCC)[Li] (n-butyl lithium), BrC1=CC(=NC=C1C)CO[Si](C)(C)C(C)(C)C (4-bromo-2-[(t-butyldimethylsilyloxy)methyl]-5-methylpyridine), FC1=C(C=O)C=C(C=C1)F (2,5-difluorobenzaldehyde). Solvent: C(C)OCC (diethyl ether), CCCCCC (hexane), CCCCCC (hexane), O (water). Conditions: time 1 hour. Yields the product [Si](C)(C)(C(C)(C)C)OCC1=NC=C(C(=C1)C(O)C1=C(C=CC(=C1)F)F)C (2-[(t-Butyldimethylsilyloxy)methyl]-4-[(2,5-difluorophenyl)hydroxymethyl]-5-methylpyridine). Isolated yield 74.2%. Reaction SMILES: C([Li])CCC.Br[C:7]1[C:12]([CH3:13])=[CH:11][N:10]=[C:9]([CH2:14][O:15][Si:16]([C:19]([CH3:22])([CH3:21])[CH3:20])([CH3:18])[CH3:17])[CH:8]=1.[F:23][C:24]1[CH:31]=[CH:30][C:29]([F:32])=[CH:28][C:25]=1[CH:26]=[O:27]>CCCCCC.O.C(OCC)C>[Si:16]([O:15][CH2:14][C:9]1[CH:8]=[C:7]([CH:26]([C:25]2[CH:28]=[C:29]([F:32])[CH:30]=[CH:31][C:24]=2[F:23])[OH:27])[C:12]([CH3:13])=[CH:11][N:10]=1)([C:19]([CH3:22])([CH3:21])[CH3:20])([CH3:18])[CH3:17]. Reported procedure: Under an argon atmosphere, n-butyl lithium (a 1.58M hexane solution, 400 μl, 0.632 mmol) was added to a diethyl ether (3 ml) solution of 4-bromo-2-[(t-butyldimethylsilyloxy)methyl]-5-methylpyridine (200 mg, 0.632 mmol) at −78° C. The resulting mixture was stirred for 1 hour. After 2,5-difluorobenzaldehyde (69 μl, 0.632 mmol) was added dropwise, the reaction mixture was stirred for 1 hour. To the reaction mixture were added water and a saturated aqueous solution of sodium bicarbonate, followed by... Reactants: [H][H] (hydrogen), C(C)N (ethylamine), ClC1=C2N=CN(C2=NC(=N1)OCC1=CC=C(C=C1)[N+](=O)[O-])[C@H]1[C@H](OC(C)=O)[C@H](OC(C)=O)[C@H](O1)COC(C)=O (6-chloro-2-(4-nitrobenzyl)oxy-9-(2,3,5-tri-O-acetyl-β-D-ribofuranosyl)purine). The product is [N+](=O)([O-])C1=CC=C(COC=2N=C(C=3N=CN([C@H]4[C@H](O)[C@H](O)[C@@H](CO)O4)C3N2)NCC)C=C1 (2-(4-nitrobenzyl)oxy-N6-ethyladenosine). Yield: 60.0%. As a reaction SMILES: [H][H].[CH2:3]([NH2:5])[CH3:4].Cl[C:7]1[N:15]=[C:14]([O:16][CH2:17][C:18]2[CH:23]=[CH:22][C:21]([N+:24]([O-:26])=[O:25])=[CH:20][CH:19]=2)[N:13]=[C:12]2[C:8]=1[N:9]=[CH:10][N:11]2[C@@H:27]1[O:39][C@H:38]([CH2:40][O:41]C(=O)C)[C@@H:33]([O:34]C(=O)C)[C@H:28]1[O:29]C(=O)C>>[N+:24]([C:21]1[CH:22]=[CH:23][C:18]([CH2:17][O:16][C:14]2[N:15]=[C:7]([NH:5][CH2:3][CH3:4])[C:8]3[N:9]=[CH:10][N:11]([C:12]=3[N:13]=2)[C@@H:27]2[O:39][C@H:38]([CH2:40][OH:41])[C@@H:33]([OH:34])[C@H:28]2[OH:29])=[CH:19][CH:20]=1)([O-:26])=[O:25]. Reported procedure: A compound having a structure of the above formula was prepared where the substituent R1 is —CH2CH3, R2 is hydrogen, and R3 is 4-nitrobenzyl (—CH2(4-nitro)C6H4). The compound (C19H22N6O7) was prepared by reaction of ethylamine with 6-chloro-2-(4-nitrobenzyl)oxy-9-(2,3,5-tri-O-acetyl-β-D-ribofuranosyl)purine (Example 4) as described in Example 2, Step E. The final product was isolated in 60% yield as a solid with a melting point of 210-213° C. 1H-NMR (DMSO-d6): δ 1.05 (1, 3H, J=8); 3.4 (m, 2H); 3... Reactants: S(O)(O)(=O)=O (Sulfuric acid), Cl.COC=1C=C2CCCC(C2=CC1)CC=1N=CNC1 (4-(6-methoxy-1,2,3,4-tetrahydronaphthalen-1-ylmethyl)-1H-imidazole hydrochloride), C(C)(C)(C)O (tert-butanol), [OH-].[Na+] (sodium hydroxide). Run in O (water). Reaction conditions: temperature 37.5 celsius, time 15 hour. Yields the product C(C)(C)(C)C1=C(C=C2CCCC(C2=C1)CC=1N=CNC1)OC (4-(7-tert-Butyl-6-methoxy-1,2,3,4-tetrahydronaphthalen-1-ylmethyl)-1H-imidazole). As a reaction SMILES: S(=O)(=O)(O)O.Cl.[CH3:7][O:8][C:9]1[CH:10]=[C:11]2[C:16](=[CH:17][CH:18]=1)[CH:15]([CH2:19][C:20]1[N:21]=[CH:22][NH:23][CH:24]=1)[CH2:14][CH2:13][CH2:12]2.[C:25](O)([CH3:28])([CH3:27])[CH3:26].[OH-].[Na+]>O>[C:25]([C:18]1[CH:17]=[C:16]2[C:11]([CH2:12][CH2:13][CH2:14][CH:15]2[CH2:19][C:20]2[N:21]=[CH:22][NH:23][CH:24]=2)=[CH:10][C:9]=1[O:8][CH3:7])([CH3:28])([CH3:27])[CH3:26] |f:1.2,4.5|. Reported procedure: Sulfuric acid (0.75 ml) is added into the mixture of 4-(6-methoxy-1,2,3,4-tetrahydronaphthalen-1-ylmethyl)-1H-imidazole hydrochloride (75 mg) and tert-butanol (3 ml). The mixture is stirred at 35-40° C. for 15 hours. The reaction mixture is poured into water and is made alkaline with sodium hydroxide. The product is extracted into methylene chloride which is washed with water, dried with sodium sulfate and evaporated to dryness. The residue consisting of crude product is coverted to its hydrochl... The reactants are CCO, [Na+], [OH-], O=C(c1ccccc1)c1cc2ccncc2n1S(=O)(=O)c1ccccc1. The product is O=C(c1ccccc1)c1cc2ccncc2[nH]1. As a reaction SMILES: [CH3:29][CH2:30][OH:31].[Na+:28].[OH-:27].[c:1]1([C:7](=[O:8])[c:9]2[cH:10][c:11]3[c:12]([cH:13][n:14][cH:15][cH:16]3)[n:17]2[S:18]([c:19]2[cH:20][cH:21][cH:22][cH:23][cH:24]2)(=[O:25])=[O:26])[cH:2][cH:3][cH:4][cH:5][cH:6]1>>[c:1]1([C:7](=[O:8])[c:9]2[cH:10][c:11]3[c:12]([cH:13][n:14][cH:15][cH:16]3)[nH:17]2)[cH:2][cH:3][cH:4][cH:5][cH:6]1. Starting materials: C(C)(C)(C)OC(N[C@@H](CC(=O)N1CC=2N(CC1)C(=NC2C(NC2CC2)=O)C(F)(F)F)CC2=C(C=C(C(=C2)F)F)F)=O ((R)-[3-(1-cyclopropylcarbamoyl-3-trifluoromethyl-5,6-dihydro-8H-imidazo[1,5-a]pyrazin-7-yl)-3-oxo-1-(2,4,5-trifluoro-benzyl)-propyl]-carbamic acid tert-butyl ester), Cl (hydrochloric acid). The solvent is C(C)(=O)OCC (ethyl acetate). The product is Cl.C1(CC1)NC(=O)C=1N=C(N2C1CN(CC2)C(C[C@@H](CC2=C(C=C(C(=C2)F)F)F)N)=O)C(F)(F)F ((R)-7-[3-amino-4-(2,4,5-trifluoro-phenyl)-butyryl]-3-trifluoromethyl-5,6,7,8-tetrahydro-imidazo[1,5-a]pyrazine-1-carboxylic acid cyclopropylamide hydrochloride). Yield: 95.0%. Reaction SMILES: C(OC(=O)[NH:7][C@H:8]([CH2:31][C:32]1[CH:37]=[C:36]([F:38])[C:35]([F:39])=[CH:34][C:33]=1[F:40])[CH2:9][C:10]([N:12]1[CH2:17][CH2:16][N:15]2[C:18]([C:27]([F:30])([F:29])[F:28])=[N:19][C:20]([C:21](=[O:26])[NH:22][CH:23]3[CH2:25][CH2:24]3)=[C:14]2[CH2:13]1)=[O:11])(C)(C)C.[ClH:42]>C(OCC)(=O)C>[ClH:42].[CH:23]1([NH:22][C:21]([C:20]2[N:19]=[C:18]([C:27]([F:28])([F:30])[F:29])[N:15]3[CH2:16][CH2:17][N:12]([C:10](=[O:11])[CH2:9][C@H:8]([NH2:7])[CH2:31][C:32]4[CH:37]=[C:36]([F:38])[C:35]([F:39])=[CH:34][C:33]=4[F:40])[CH2:13][C:14]=23)=[O:26])[CH2:25][CH2:24]1 |f:3.4|. Procedure details: (R)-[3-(1-Cyclopropylcarbamoyl-3-trifluoromethyl-5,6-dihydro-8H-imidazo[1,5-a]pyrazin-7-yl)-3-oxo-1-(2,4,5-trifluoro-benzyl)-propyl]-carbamic acid tert-butyl ester 15a (0.1 g, 0.16 mmol) was added to a solution of 2.2 N hydrochloric acid in 5 mL of ethyl acetate. The reaction mixture was reacted at room temperature overnight and monitored by thin layer chromatography until the disappearance of the starting materials. The reaction mixture was concentrated under reduced pressure to obtain the titl... The reactants are CC(c1cc(C(=O)N(C)CCO[Si](c2ccccc2)(c2ccccc2)C(C)(C)C)cc2c(=O)cc(N3CCOCC3)oc12)N(C)c1cc(F)cc(F)c1, C1CCOC1, CCCC[N+](CCCC)(CCCC)CCCC, [F-]. Product: CC(c1cc(C(=O)N(C)CCO)cc2c(=O)cc(N3CCOCC3)oc12)N(C)c1cc(F)cc(F)c1. Reaction SMILES: [C:19]([Si:20]([c:21]1[cH:22][cH:23][cH:60][cH:61][cH:62]1)([O:24][CH2:25][CH2:26][N:27]([C:28](=[O:29])[c:30]1[cH:31][c:32]2[c:33](=[O:58])[cH:34][c:35]([N:52]3[CH2:53][CH2:54][O:55][CH2:56][CH2:57]3)[o:36][c:37]2[c:38]([CH:40]([CH3:41])[N:42]([CH3:43])[c:44]2[cH:45][c:46]([F:51])[cH:47][c:48]([F:50])[cH:49]2)[cH:39]1)[CH3:59])[c:63]1[cH:64][cH:65][cH:66][cH:67][cH:68]1)([CH3:69])([CH3:70])[CH3:71].[CH2:72]1[O:73][CH2:74][CH2:75][CH2:76]1.[CH3:2][CH2:3][CH2:4][CH2:5][N+:6]([CH2:7][CH2:8][CH2:9][CH3:10])([CH2:11][CH2:12][CH2:13][CH3:14])[CH2:15][CH2:16][CH2:17][CH3:18].[F-:1]>>[OH:24][CH2:25][CH2:26][N:27]([C:28](=[O:29])[c:30]1[cH:31][c:32]2[c:33](=[O:58])[cH:34][c:35]([N:52]3[CH2:53][CH2:54][O:55][CH2:56][CH2:57]3)[o:36][c:37]2[c:38]([CH:40]([CH3:41])[N:42]([CH3:43])[c:44]2[cH:45][c:46]([F:51])[cH:47][c:48]([F:50])[cH:49]2)[cH:39]1)[CH3:59].